The task is: describe an organic reaction: reactants, conditions, products, and yield. This data is from the Open Reaction Database (ORD), a public repository of structured organic reaction records. The reactants are Br.C1(CCCCC1)N1N=C(C2=CC=C(C=C12)F)CC (1-cyclohexyl-3-ethyl-6-fluoro-1H-indazole hydrobromide), [OH-].[Na+] (sodium hydroxide). The solvent is C1(=CC=CC=C1)C (toluene). Reaction conditions: time 1 hour. Product: C1(CCCCC1)N1N=C(C2=CC=C(C=C12)F)CC (1-cyclohexyl-3-ethyl-6-fluoro-1H-indazole). The yield is 93.9%. As a reaction SMILES: Br.[CH:2]1([N:8]2[C:16]3[C:11](=[CH:12][CH:13]=[C:14]([F:17])[CH:15]=3)[C:10]([CH2:18][CH3:19])=[N:9]2)[CH2:7][CH2:6][CH2:5][CH2:4][CH2:3]1.[OH-].[Na+]>C1(C)C=CC=CC=1>[CH:2]1([N:8]2[C:16]3[C:11](=[CH:12][CH:13]=[C:14]([F:17])[CH:15]=3)[C:10]([CH2:18][CH3:19])=[N:9]2)[CH2:3][CH2:4][CH2:5][CH2:6][CH2:7]1 |f:0.1,2.3|. Procedure details: To 1-cyclohexyl-3-ethyl-6-fluoro-1H-indazole hydrobromide (0.440 g, 1.34 mmol) was added 1N aqueous sodium hydroxide (10 mL) and toluene (10 mL). The biphasic mixture was stirred for one hour and the layers were separated. The aqueous layer was reextracted with toluene (10 mL), and the organic extracts were combined, dried over magnesium sulfate, and concentrated to 1-cyclohexyl-3-ethyl-6-fluoro-1H-indazole (0.310 g, 94% yield). 1H NMR (400 MHz, CDCl3) δ 1.33 (t, 3, J=7.7), 1.35-1.44 (m, 2), 1.4... The reactants are [OH-].[Na+] (sodium hydroxide), NCCOC(C)O (aminoethoxyethanol), ice, ClC1=CC=C(C(=O)Cl)C=C1 (p-chloro-benzoylchloride). Solvent: O (water). Conditions: temperature 0 celsius, time 3 hour. Product: OCCOCCNC(C1=CC=C(C=C1)Cl)=O (N-(2-(2-hydroxyethoxy)-ethyl)-4-chloro-benzamide). RXN SMILES: [OH-:1].[Na+].[NH2:3][CH2:4][CH2:5][O:6][CH:7](O)[CH3:8].[Cl:10][C:11]1[CH:19]=[CH:18][C:14]([C:15](Cl)=[O:16])=[CH:13][CH:12]=1>O>[OH:1][CH2:8][CH2:7][O:6][CH2:5][CH2:4][NH:3][C:15](=[O:16])[C:14]1[CH:18]=[CH:19][C:11]([Cl:10])=[CH:12][CH:13]=1 |f:0.1|. Reported procedure: To a solution of sodium hydroxide (2.2 g, 0.055 moles) in distilled water (100 ml), aminoethoxyethanol (5.25 g, 0.05 moles) was added and the solution was cooled to 0° C. on an ice bath. Under stirring on the ice bath, p-chloro-benzoylchloride (8.75 g, 0.5 moles) was added thereto drop by drop. The stirring was continued for 3 hours at room temperature and the separated precipitate was filtered off by suction. The mother liquid was extracted with chloroform (3×100 ml). The organic phase was sepa... Reactants: COC=1C=C(C=CC1C)N=C1NCCN1 (2-(3-methoxy-4-methylphenylimino)-imidazolidine), Br (hydrobromic acid). The product is Br.OC=1C=C(C=CC1C)N=C1NCCN1 (2-(3-Hydroxy-4-methyl-phenylimino)-imidazolidine hydrobromide). RXN SMILES: C[O:2][C:3]1[CH:4]=[C:5]([N:10]=[C:11]2[NH:15][CH2:14][CH2:13][NH:12]2)[CH:6]=[CH:7][C:8]=1[CH3:9].[BrH:16]>>[BrH:16].[OH:2][C:3]1[CH:4]=[C:5]([N:10]=[C:11]2[NH:12][CH2:13][CH2:14][NH:15]2)[CH:6]=[CH:7][C:8]=1[CH3:9] |f:2.3|. Procedure details: A mixture of 6.61 gm of 2-(3-methoxy-4-methylphenylimino)-imidazolidine base (0.032 mol) and 100 ml of 48% hydrobromic acid was refluxed for 12 hours while stirring. Thereafter, the hydrobromic acid was evaporated in value, the residue was dissolved in methanol, the solution was filtered, and ether was added to the filtrate. The crystalline precipitate formed thereby was collected by suction filtration, washed with ether and dried. Yield: 4.85 gm (55.65% of theory) of 2-(3-hydroxy-4-methyl-pheny... Reactants: CN(C1=NN2C(C=CC(=C2)N)=N1)C (N*2*,N*2*-dimethyl-[1,2,4]triazolo[1,5-a]pyridine-2,6-diamine), C(C)OC(=O)C=1C=NN(C1C(NC=1C=CC=2N(C1)N=C(N2)N2CCOCC2)=O)C (1-methyl-5-(2-morpholin-4-yl-[1,2,4]triazolo[1,5-a]pyridin-6-ylcarbamoyl)-1H-pyrazole-4-carboxylic acid ethyl ester), solid. Product: C(C)OC(=O)C=1C=NN(C1C(NC=1C=CC=2N(C1)N=C(N2)N(C)C)=O)C (5-(2-Dimethylamino-[1,2,4]triazolo[1,5-a]pyridin-6-ylcarbamoyl)-1-methyl-1H-pyrazole-4-carboxylic acid ethyl ester). RXN SMILES: CN(C)C1N=C2C=CC(N)=CN2N=1.[CH2:14]([O:16][C:17]([C:19]1[CH:20]=[N:21][N:22]([CH3:42])[C:23]=1[C:24](=[O:41])[NH:25][C:26]1[CH:27]=[CH:28][C:29]2[N:30]([N:32]=[C:33]([N:35]3[CH2:40]COC[CH2:36]3)[N:34]=2)[CH:31]=1)=[O:18])[CH3:15]>>[CH2:14]([O:16][C:17]([C:19]1[CH:20]=[N:21][N:22]([CH3:42])[C:23]=1[C:24](=[O:41])[NH:25][C:26]1[CH:27]=[CH:28][C:29]2[N:30]([N:32]=[C:33]([N:35]([CH3:36])[CH3:40])[N:34]=2)[CH:31]=1)=[O:18])[CH3:15]. Reported procedure: Using N*2*,N*2*-dimethyl-[1,2,4]triazolo[1,5-a]pyridine-2,6-diamine, this compound was prepared following the same method as for the synthesis of 1-methyl-5-(2-morpholin-4-yl-[1,2,4]triazolo[1,5-a]pyridin-6-ylcarbamoyl)-1H-pyrazole-4-carboxylic acid ethyl ester. White solid (64 mg, 48%). Mp.: 194° C. MS: m/z=358 (M+H+). Reactants: C(C)C=1C=C(C=CC1CC)CC(C(=O)O)NC(=O)N1CCC(CC1)N1C(NC2=C(CC1)C=CC=C2)=O (3-(3,4-diethyl-phenyl)-2-{[4-(2-oxo-1,2,4,5-tetrahydro-1,3-benzodiazepin-3-yl)-piperidine-1-carbonyl]-amino}-propionic acid), N1(CCCCC1)C1CCNCC1 ([1,4′]-bipiperidinyl). Product: N1(CCCCC1)C1CCN(CC1)C(C(CC1=CC(=C(C=C1)CC)CC)NC(=O)N1CCC(CC1)N1C(NC2=C(CC1)C=CC=C2)=O)=O (4-(2-oxo-1,2,4,5-tetrahydro-1,3-benzodiazepin-3-yl)-piperidine-1-carboxylic acid-[2-1,4′-bipiperidinyl-1′-yl-1-(3,4-diethyl-benzyl)-2-oxo-ethyl]-amide). As a reaction SMILES: [CH2:1]([C:3]1[CH:4]=[C:5]([CH2:11][CH:12]([NH:16][C:17]([N:19]2[CH2:24][CH2:23][CH:22]([N:25]3[CH2:31][CH2:30][C:29]4[CH:32]=[CH:33][CH:34]=[CH:35][C:28]=4[NH:27][C:26]3=[O:36])[CH2:21][CH2:20]2)=[O:18])[C:13](O)=[O:14])[CH:6]=[CH:7][C:8]=1[CH2:9][CH3:10])[CH3:2].[N:37]1([CH:43]2[CH2:48][CH2:47][NH:46][CH2:45][CH2:44]2)[CH2:42][CH2:41][CH2:40][CH2:39][CH2:38]1>>[N:37]1([CH:43]2[CH2:48][CH2:47][N:46]([C:13](=[O:14])[CH:12]([NH:16][C:17]([N:19]3[CH2:24][CH2:23][CH:22]([N:25]4[CH2:31][CH2:30][C:29]5[CH:32]=[CH:33][CH:34]=[CH:35][C:28]=5[NH:27][C:26]4=[O:36])[CH2:21][CH2:20]3)=[O:18])[CH2:11][C:5]3[CH:6]=[CH:7][C:8]([CH2:9][CH3:10])=[C:3]([CH2:1][CH3:2])[CH:4]=3)[CH2:45][CH2:44]2)[CH2:42][CH2:41][CH2:40][CH2:39][CH2:38]1. Procedure: Prepared analogously to Example 3f) from 3-(3,4-diethyl-phenyl)-2-{[4-(2-oxo-1,2,4,5-tetrahydro-1,3-benzodiazepin-3-yl)-piperidine-1-carbonyl]-amino}-propionic acid and [1,4′]-bipiperidinyl. Reactants: CCOC(=O)N1CCN(C2Cc3cc(Cl)ccc3Sc3ccccc32)CC1, [K+], [OH-], O, OCCO. As a reaction SMILES: [C:1]([O:2][CH2:3][CH3:4])(=[O:5])[N:6]1[CH2:7][CH2:8][N:9]([CH:12]2[CH2:13][c:14]3[c:15]([cH:23][cH:24][c:25]([Cl:27])[cH:26]3)[S:16][c:17]3[c:18]2[cH:19][cH:20][cH:21][cH:22]3)[CH2:10][CH2:11]1.[K+:33].[OH-:32].[OH2:34].[OH:28][CH2:29][CH2:30][OH:31]>>[NH:6]1[CH2:7][CH2:8][N:9]([CH:12]2[CH2:13][c:14]3[c:15]([cH:23][cH:24][c:25]([Cl:27])[cH:26]3)[S:16][c:17]3[c:18]2[cH:19][cH:20][cH:21][cH:22]3)[CH2:10][CH2:11]1. The product is Clc1ccc2c(c1)CC(N1CCNCC1)c1ccccc1S2.